Dataset: the Open Reaction Database (ORD), a public repository of structured organic reaction records. Task: describe an organic reaction: reactants, conditions, products, and yield Reactants: SC=1N(C(C2=C(N1)C=CS2)=O)C (2-mercapto-3-methylthieno[3,2-d]pyrimidin-4-(3H)-one), [OH-].[Na+] (sodium hydroxide), CN(C)C=O (DMF), ClC1=CC=C(C(=O)C2=CC=C(CBr)C=C2)C=C1 (4-(4-chlorobenzoyl)benzyl bromide). Run in C(C)O (ethanol), O (water). Reaction conditions: time 1 hour. Yields the product ClC1=CC=C(C(=O)C2=CC=C(CSC=3N(C(C4=C(N3)C=CS4)=O)C)C=C2)C=C1 (2-[4-(4-Chlorobenzoyl)benzyl]thio-3-methylthieno-[3,2-d]pyrimidin-4(3H)-one). Isolated yield 69.6%. Reaction SMILES: [SH:1][C:2]1[N:3]([CH3:12])[C:4](=[O:11])[C:5]2[S:10][CH:9]=[CH:8][C:6]=2[N:7]=1.[OH-].[Na+].CN(C=O)C.[Cl:20][C:21]1[CH:36]=[CH:35][C:24]([C:25]([C:27]2[CH:34]=[CH:33][C:30]([CH2:31]Br)=[CH:29][CH:28]=2)=[O:26])=[CH:23][CH:22]=1>C(O)C.O>[Cl:20][C:21]1[CH:22]=[CH:23][C:24]([C:25]([C:27]2[CH:34]=[CH:33][C:30]([CH2:31][S:1][C:2]3[N:3]([CH3:12])[C:4](=[O:11])[C:5]4[S:10][CH:9]=[CH:8][C:6]=4[N:7]=3)=[CH:29][CH:28]=2)=[O:26])=[CH:35][CH:36]=1 |f:1.2|. Procedure details: To a solution of 2-mercapto-3-methylthieno[3,2-d]pyrimidin-4-(3H)-one (1.0 g) and sodium hydroxide (205 mg) in 50% ethanol (12 ml)-DMF (20 ml) was added 4-(4-chlorobenzoyl)benzyl bromide (1.56 g) and the mixture was stirred at room temperature for 1 hour. This reaction mixture was poured in water and the resulting crystals were collected by filtration, rinsed with water and methanol, and recrystallized from methanol to provide the title compound as colorless solid (1.497 g) . 1H-NMR (CDCl3) δ: 3... The reactants are CCOCC, CC(C)[N-]C(C)C, CCOC(=O)c1cn(C)nc1Cl, [Li+], O=S=O. Product: CCOC(=O)c1c(Cl)nn(C)c1S(=O)[O-], [Li+]. Reaction SMILES: [CH3:24][CH2:25][O:26][CH2:27][CH3:28].[CH:13]([N-:14][CH:15]([CH3:16])[CH3:17])([CH3:18])[CH3:19].[Cl:1][c:2]1[n:3][n:4]([CH3:12])[cH:5][c:6]1[C:7](=[O:8])[O:9][CH2:10][CH3:11].[Li+:20].[O:21]=[S:22]=[O:23]>>[Cl:1][c:2]1[n:3][n:4]([CH3:12])[c:5]([S:22](=[O:21])[O-:23])[c:6]1[C:7](=[O:8])[O:9][CH2:10][CH3:11].[Li+:20]. Starting materials: II (I2), TEA, C(#N)C1=C(C(=C(C=C1)N[C@@H](C(=O)NNC(C1=CC=C(C=C1)F)=O)C(C)(C)O)C)C(F)(F)F ((R)—N′-(2-(4-cyano-2-methyl-3-(trifluoromethyl)phenylamino)-3-hydroxy-3-methylbutanoyl)-4-fluorobenzohydrazide), PPh3 I2 TEA, C1(=CC=CC=C1)P(C1=CC=CC=C1)C1=CC=CC=C1 (Triphenylphosphine). Solvent: C(Cl)Cl (DCM), C1CCOC1 (THF), C(Cl)Cl (DCM). Conditions: time 30 minute. Product: FC1=CC=C(C=C1)C1=NN=C(O1)[C@@H](C(C)(C)O)NC1=C(C(=C(C#N)C=C1)C(F)(F)F)C ((R)-4-(1-(5-(4-fluorophenyl)-1,3,4-oxadiazol-2-yl)-2-hydroxy-2-methylpropylamino)-3-methyl-2-(trifluoromethyl)benzonitrile). Isolated yield 123.1%. As a reaction SMILES: C1(P(C2C=CC=CC=2)C2C=CC=CC=2)C=CC=CC=1.II.[C:22]([C:24]1[CH:29]=[CH:28][C:27]([NH:30][C@H:31]([C:45]([OH:48])([CH3:47])[CH3:46])[C:32]([NH:34][NH:35][C:36](=[O:44])[C:37]2[CH:42]=[CH:41][C:40]([F:43])=[CH:39][CH:38]=2)=O)=[C:26]([CH3:49])[C:25]=1[C:50]([F:53])([F:52])[F:51])#[N:23]>C(Cl)Cl.C1COCC1>[F:43][C:40]1[CH:39]=[CH:38][C:37]([C:36]2[O:44][C:32]([C@H:31]([NH:30][C:27]3[CH:28]=[CH:29][C:24]([C:22]#[N:23])=[C:25]([C:50]([F:52])([F:51])[F:53])[C:26]=3[CH3:49])[C:45]([OH:48])([CH3:47])[CH3:46])=[N:34][N:35]=2)=[CH:42][CH:41]=1. Procedure: Triphenylphosphine (766 mg, 2.92 mmol) was dissolved in DCM (100 mL) followed by addition of I2 (741 mg, 2.92 mmol) and TEA (0.81 mL, 5.84 mmol) at 0° C. (R)—N′-(2-(4-cyano-2-methyl-3-(trifluoromethyl)phenylamino)-3-hydroxy-3-methylbutanoyl)-4-fluorobenzohydrazide (660 mg, 1.46 mmol) in DCM (20 mL) and THF (10 mL) was added to the pre-cooled solution mixture of PPh3/I2/TEA system and stirred for 30 min. The reaction mixture was then concentrated to furnish a yellow solid (781 mg). The crude mate... The reactants are CC(N)C(N)(c1ccc(F)cc1)c1ccc(F)nc1, O=C(O)c1ccc(=O)n(OC(F)F)c1. The product is CC1NC(c2ccc(=O)n(OC(F)F)c2)=NC1(c1ccc(F)cc1)c1ccc(F)nc1. Reaction SMILES: [F:1][c:2]1[cH:3][cH:4][c:5]([C:8]([CH:9]([CH3:10])[NH2:11])([NH2:12])[c:13]2[cH:14][n:15][c:16]([F:19])[cH:17][cH:18]2)[cH:6][cH:7]1.[F:20][CH:21]([O:22][n:23]1[c:24](=[O:32])[cH:25][cH:26][c:27]([C:29]([OH:30])=[O:31])[cH:28]1)[F:33]>>[F:1][c:2]1[cH:3][cH:4][c:5]([C:8]2([c:13]3[cH:14][n:15][c:16]([F:19])[cH:17][cH:18]3)[CH:9]([CH3:10])[NH:11][C:29]([c:27]3[cH:26][cH:25][c:24](=[O:32])[n:23]([O:22][CH:21]([F:20])[F:33])[cH:28]3)=[N:12]2)[cH:6][cH:7]1. The reactants are Cc1ncc(Br)cn1, Cc1nnc(CCC2(c3ccccc3)CCN(C(C)c3ccc(B4OC(C)(C)C(C)(C)O4)cc3)C(=O)O2)o1. Yields the product Cc1ncc(-c2ccc(C(C)N3CCC(CCc4nnc(C)o4)(c4ccccc4)OC3=O)cc2)cn1. RXN SMILES: [Br:39][c:40]1[cH:41][n:42][c:43]([CH3:46])[n:44][cH:45]1.[CH3:1][c:2]1[n:3][n:4][c:5]([CH2:7][CH2:8][C:9]2([c:33]3[cH:34][cH:35][cH:36][cH:37][cH:38]3)[CH2:10][CH2:11][N:12]([CH:16]([CH3:17])[c:18]3[cH:19][cH:20][c:21]([B:24]4[O:25][C:26]([CH3:27])([CH3:28])[C:29]([CH3:30])([CH3:31])[O:32]4)[cH:22][cH:23]3)[C:13](=[O:15])[O:14]2)[o:6]1>>[CH3:1][c:2]1[n:3][n:4][c:5]([CH2:7][CH2:8][C:9]2([c:33]3[cH:34][cH:35][cH:36][cH:37][cH:38]3)[CH2:10][CH2:11][N:12]([CH:16]([CH3:17])[c:18]3[cH:19][cH:20][c:21](-[c:40]4[cH:41][n:42][c:43]([CH3:46])[n:44][cH:45]4)[cH:22][cH:23]3)[C:13](=[O:15])[O:14]2)[o:6]1. The reactants are [Br-], [Br-], [Br-], CCC(=O)c1cc(OC)c(Br)c(OC)c1, C1CCOC1, [Na+], O=C([O-])O, c1cc[nH+]cc1, c1cc[nH+]cc1, c1cc[nH+]cc1. Product: COc1cc(C(=O)C(C)Br)cc(OC)c1Br. Reaction SMILES: [Br-:16].[Br-:17].[Br-:18].[Br:1][c:2]1[c:3]([O:14][CH3:15])[cH:4][c:5]([C:10]([CH2:11][CH3:12])=[O:13])[cH:6][c:7]1[O:8][CH3:9].[CH2:42]1[O:43][CH2:44][CH2:45][CH2:46]1.[Na+:41].[O-:37][C:38]([OH:39])=[O:40].[nH+:19]1[cH:20][cH:21][cH:22][cH:23][cH:24]1.[nH+:25]1[cH:26][cH:27][cH:28][cH:29][cH:30]1.[nH+:31]1[cH:32][cH:33][cH:34][cH:35][cH:36]1>>[Br:1][c:2]1[c:3]([O:14][CH3:15])[cH:4][c:5]([C:10]([CH:11]([CH3:12])[Br:16])=[O:13])[cH:6][c:7]1[O:8][CH3:9]. Starting materials: CC(=O)[O-], CC(=O)[O-], Cc1cccc(CO)c1, CCCCCCC, ClCCl, CCOC(=O)C=[N+]=[N-], [Rh+2]. Product: CCOC(=O)COCc1cccc(C)c1. Reaction SMILES: [C:28]([O-:29])(=[O:30])[CH3:31].[C:33]([O-:34])(=[O:35])[CH3:36].[CH3:1][c:2]1[cH:3][c:4]([CH2:5][OH:6])[cH:7][cH:8][cH:9]1.[CH3:21][CH2:22][CH2:23][CH2:24][CH2:25][CH2:26][CH3:27].[Cl:18][CH2:19][Cl:20].[N+:10](=[N-:11])=[CH:12][C:13](=[O:14])[O:15][CH2:16][CH3:17].[Rh+2:32]>>[CH3:1][c:2]1[cH:3][c:4]([CH2:5][O:6][CH2:12][C:13](=[O:14])[O:15][CH2:16][CH3:17])[cH:7][cH:8][cH:9]1. The reactants are FC(OC[C@H](C1=CC=CC=C1)N1C(C2=CC=CC=C2C1=O)=O)F ((S)-2-(2-(difluoromethoxy)-1-phenylethyl)isoindoline-1,3-dione), O.NN (hydrazine hydrate). Run in CCO (EtOH), CCO (EtOH). Conditions: temperature 85 celsius. Yields the product FC(OC[C@@H](N)C1=CC=CC=C1)F ((S)-2-(difluoromethoxy)-1-phenylethanamine). Reaction SMILES: [F:1][CH:2]([F:23])[O:3][CH2:4][C@@H:5]([N:12]1C(=O)C2C(=CC=CC=2)C1=O)[C:6]1[CH:11]=[CH:10][CH:9]=[CH:8][CH:7]=1.O.NN>CCO>[F:1][CH:2]([F:23])[O:3][CH2:4][C@H:5]([C:6]1[CH:11]=[CH:10][CH:9]=[CH:8][CH:7]=1)[NH2:12] |f:1.2|. Procedure: (S)-2-(2-(difluoromethoxy)-1-phenylethyl)isoindoline-1,3-dione (659 mg, 2.077 mmol) was dissolved in EtOH (7 ml), charged with hydrazine hydrate (1.01 ml, 20.77 mmol) and heated to 85° C. for 90 minutes. The reaction was diluted with 10 mL EtOH, filtered, and the solvents were evaporated in vacuo. The residue was purified on silica gel 2-10% MeOH/DCM to provide (S)-2-(difluoromethoxy)-1-phenylethanamine MS: [M+H]+ m/z 188.